This data is from the Open Reaction Database (ORD), a public repository of structured organic reaction records. The task is: describe an organic reaction: reactants, conditions, products, and yield The reactants are CCCCCCCN=C=S, Nc1ccc(NNC=O)cc1. Product: CCCCCCCNC(=S)Nc1ccc(NNC=O)cc1. RXN SMILES: [CH2:12]([CH2:13][CH2:14][CH2:15][CH2:16][CH2:17][CH3:18])[N:19]=[C:20]=[S:21].[CH:1](=[O:2])[NH:3][NH:4][c:5]1[cH:6][cH:7][c:8]([NH2:11])[cH:9][cH:10]1>>[CH:1](=[O:2])[NH:3][NH:4][c:5]1[cH:6][cH:7][c:8]([NH:11][C:20]([NH:19][CH2:12][CH2:13][CH2:14][CH2:15][CH2:16][CH2:17][CH3:18])=[S:21])[cH:9][cH:10]1. Product: NC1(Cc2ccc(O)cc2)CC1. RXN SMILES: [CH2:1]([c:2]1[cH:3][cH:4][cH:5][cH:6][cH:7]1)[O:8][c:9]1[cH:10][cH:11][c:12]([CH2:13][C:14]2([NH2:17])[CH2:15][CH2:16]2)[cH:18][cH:19]1.[CH3:20][OH:21]>>[OH:8][c:9]1[cH:10][cH:11][c:12]([CH2:13][C:14]2([NH2:17])[CH2:15][CH2:16]2)[cH:18][cH:19]1. Reactants: NC1(Cc2ccc(OCc3ccccc3)cc2)CC1, CO. The reactants are C1(=CC=CC=C1)OC(NC=1C(=NC(=C(C1)CC)C)OC)=O (Phenyl-N-(5-ethyl-2-methoxy-6-methylpyridin-3-yl)carbamate), C(C)(=O)C1=CC=C(C=C1)N1CCNCC1 (1-(4-acetylphenyl)piperazine). Product: C(C)C=1C=C(C(=NC1C)OC)NC(=O)N1CCN(CC1)C1=CC=C(C=C1)C(C)=O (1-[(5-ethyl-2-methoxy-6-methylpyridin-3-yl)aminocarbonyl]-4-(4-acetylphenyl)piperazine). Isolated yield 67.0%. RXN SMILES: C1(O[C:8](=[O:21])[NH:9][C:10]2[C:11]([O:19][CH3:20])=[N:12][C:13]([CH3:18])=[C:14]([CH2:16][CH3:17])[CH:15]=2)C=CC=CC=1.[C:22]([C:25]1[CH:30]=[CH:29][C:28]([N:31]2[CH2:36][CH2:35][NH:34][CH2:33][CH2:32]2)=[CH:27][CH:26]=1)(=[O:24])[CH3:23]>>[CH2:16]([C:14]1[CH:15]=[C:10]([NH:9][C:8]([N:34]2[CH2:33][CH2:32][N:31]([C:28]3[CH:27]=[CH:26][C:25]([C:22](=[O:24])[CH3:23])=[CH:30][CH:29]=3)[CH2:36][CH2:35]2)=[O:21])[C:11]([O:19][CH3:20])=[N:12][C:13]=1[CH3:18])[CH3:17]. Procedure: Phenyl-N-(5-ethyl-2-methoxy-6-methylpyridin-3-yl)carbamate and 1-(4-acetylphenyl)piperazine were reacted by the same way with the example 1 to obtain the titled compound.